Dataset: the Open Reaction Database (ORD), a public repository of structured organic reaction records. Task: describe an organic reaction: reactants, conditions, products, and yield RXN SMILES: [CH3:1][O:2][c:3]1[cH:4][cH:5][cH:6][cH:7][cH:8]1.[Cl:20][c:21]1[cH:22][cH:23][cH:24][cH:25][cH:26]1.[F:27][C:28]([F:29])([F:30])[S:31]([O-:32])(=[O:33])=[O:34].[F:36][C:37]([F:38])([F:39])[S:40]([O-:41])(=[O:42])=[O:43].[F:44][C:45]([F:46])([F:47])[S:48]([O-:49])(=[O:50])=[O:51].[F:52][C:53]([F:54])([F:55])[S:56]([O-:57])(=[O:58])=[O:59].[Hf+4:35].[OH2:19].[c:9]1([CH3:18])[cH:10][cH:11][c:12]([C:15](=[O:16])[OH:17])[cH:13][cH:14]1>>[CH3:1][O:2][c:3]1[cH:4][cH:5][c:6]([C:15]([c:12]2[cH:11][cH:10][c:9]([CH3:18])[cH:14][cH:13]2)=[O:16])[cH:7][cH:8]1. Starting materials: COc1ccccc1, Clc1ccccc1, O=S(=O)([O-])C(F)(F)F, O=S(=O)([O-])C(F)(F)F, O=S(=O)([O-])C(F)(F)F, O=S(=O)([O-])C(F)(F)F, [Hf+4], O, Cc1ccc(C(=O)O)cc1. The product is COc1ccc(C(=O)c2ccc(C)cc2)cc1. Reactants: [Al+3], [H-], [H-], [H-], [H-], [Li+], C1CCOC1, O=C(O)c1ccccc1SCCCCCCOc1cccs1. Yields the product OCc1ccccc1SCCCCCCOc1cccs1. As a reaction SMILES: [Al+3:2].[H-:1].[H-:4].[H-:5].[H-:6].[Li+:3].[O:29]1[CH2:30][CH2:31][CH2:32][CH2:33]1.[s:7]1[c:8]([O:12][CH2:13][CH2:14][CH2:15][CH2:16][CH2:17][CH2:18][S:19][c:20]2[c:21]([C:22](=[O:23])[OH:24])[cH:25][cH:26][cH:27][cH:28]2)[cH:9][cH:10][cH:11]1>>[s:7]1[c:8]([O:12][CH2:13][CH2:14][CH2:15][CH2:16][CH2:17][CH2:18][S:19][c:20]2[c:21]([CH2:22][OH:23])[cH:25][cH:26][cH:27][cH:28]2)[cH:9][cH:10][cH:11]1.